This data is from the Open Reaction Database (ORD), a public repository of structured organic reaction records. The task is: describe an organic reaction: reactants, conditions, products, and yield Reactants: FC1=CC=CC=2N=C(SC21)C(CC(C(F)(F)F)=O)=O (1-(7-fluorobenzothiazol-2-yl)-4,4,4-trifluorobutane-1,3-dione), Cl.S(N)(=O)(=O)C1=CC=C(C=C1)NN (4-sulfamoylphenylhydrazine hydrochloride). Yields the product FC1=CC=CC=2N=C(SC21)C2=CC(=NN2C2=CC=C(C=C2)S(=O)(=O)N)C(F)(F)F (4-[5-(7-fluorobenzothiazol-2-yl)-3-trifluoromethyl-1H-pyrazol-1-yl]benzenesulfonamide). Yield: 88.0%. Reaction SMILES: [F:1][C:2]1[C:10]2[S:9][C:8]([C:11](=O)[CH2:12][C:13](=O)[C:14]([F:17])([F:16])[F:15])=[N:7][C:6]=2[CH:5]=[CH:4][CH:3]=1.Cl.[S:21]([C:25]1[CH:30]=[CH:29][C:28]([NH:31][NH2:32])=[CH:27][CH:26]=1)(=[O:24])(=[O:23])[NH2:22]>>[F:1][C:2]1[C:10]2[S:9][C:8]([C:11]3[N:31]([C:28]4[CH:27]=[CH:26][C:25]([S:21]([NH2:22])(=[O:24])=[O:23])=[CH:30][CH:29]=4)[N:32]=[C:13]([C:14]([F:17])([F:16])[F:15])[CH:12]=3)=[N:7][C:6]=2[CH:5]=[CH:4][CH:3]=1 |f:1.2|. Reported procedure: The procedure of Example 9 was repeated using 1-(7-fluorobenzothiazol-2-yl)-4,4,4-trifluorobutane-1,3-dione and 4-sulfamoylphenylhydrazine hydrochloride as the starting materials to obtain 4-[5-(7-fluorobenzothiazol-2-yl)-3-trifluoromethyl-1H-pyrazol-1-yl]benzenesulfonamide (yield, 88%). Reactants: NC1=CC=CC=2C(=CC=CC12)S(=O)(=O)[O-].[Na+] (sodium 1-aminonaphthalene-5-sulfonate), resultant mixture, [NH2-].[Na+] (sodium amide), N (ammonia). Solvent: liquid. Yields the product NC1=CC=CC2=C(C=CC=C12)N (1,5-diaminonaphthalene). Yield: 89.5%. RXN SMILES: [NH2:1][C:2]1[C:11]2[CH:10]=[CH:9][CH:8]=[C:7](S([O-])(=O)=O)[C:6]=2[CH:5]=[CH:4][CH:3]=1.[Na+].[NH2-:17].[Na+].N>>[NH2:1][C:2]1[C:11]2[C:6](=[C:7]([NH2:17])[CH:8]=[CH:9][CH:10]=2)[CH:5]=[CH:4][CH:3]=1 |f:0.1,2.3|. Procedure: In a 200-ml autoclave were placed 29.2 grams (0.13 mole) of anhydrous sodium 1-aminonaphthalene-5-sulfonate, 13.2 grams (0.33 mole) of sodium amide and 110 ml of liquid ammonia in the same manner as in Example 1. The resultant mixture was heated at 200° C for 5 hours. The reaction pressure in the autoclave was 180 atm. during the reaction. After the ammonia was removed, 50 ml of methanol was added to the reaction mixture for solvolysis. The product was extracted with chloroform and the chlorofor... Reactants: CCOC(=O)CCCBr, CCO, NC1CCCCC1. Product: CCOC(=O)CCCNC1CCCCC1. As a reaction SMILES: [CH2:1]([CH3:2])[O:3][C:4]([CH2:5][CH2:6][CH2:7][Br:8])=[O:9].[CH3:17][CH2:18][OH:19].[NH2:10][CH:11]1[CH2:12][CH2:13][CH2:14][CH2:15][CH2:16]1>>[CH2:1]([CH3:2])[O:3][C:4]([CH2:5][CH2:6][CH2:7][NH:10][CH:11]1[CH2:12][CH2:13][CH2:14][CH2:15][CH2:16]1)=[O:9]. Reactants: O.NN (hydrazine hydrate), Cl.ClCCN1CCCC1 (N-chloroethylpyrrolidine hydrochloride), C([O-])([O-])=O.[K+].[K+] (potassium carbonate), [OH-].[Na+] (Sodium hydroxide). The solvent is O (water). Yields the product N(N)CCN1CCCC1 (1-(2-Hydrazinoethyl)pyrrolidine). As a reaction SMILES: O.[NH2:2][NH2:3].Cl.Cl[CH2:6][CH2:7][N:8]1[CH2:12][CH2:11][CH2:10][CH2:9]1.C(=O)([O-])[O-].[K+].[K+].[OH-].[Na+]>O>[NH:2]([CH2:6][CH2:7][N:8]1[CH2:12][CH2:11][CH2:10][CH2:9]1)[NH2:3] |f:0.1,2.3,4.5.6,7.8|. Reported procedure: A mixture of 200 g of 85% hydrazine hydrate, 200 ml of water, 170 g of N-chloroethylpyrrolidine hydrochloride, and 70 g of potassium carbonate was boiled under reflux for seven hours. Sodium hydroxide (390 g) was added and the mixture was extracted with ether. The ethereal extract, dried and distilled, yielded the title compound, bp 107°-111° C. (18.5 mm).